From a dataset of the Open Reaction Database (ORD), a public repository of structured organic reaction records. describe an organic reaction: reactants, conditions, products, and yield Reactants: O (water), O[C@@H]1C[C@H](N(C1)C(=O)OCC1=CC=C(C=C1)[N+](=O)[O-])C(=O)O ((2S,4R)-4-Hydroxy-1-(4-nitrobenzyloxycarbonyl)pyrrolidine-2-carboxylic acid), [N+](=O)([O-])C1=CC=C(CBr)C=C1 (4-nitrobenzylbromide), C([O-])([O-])=O.[K+].[K+] (potassium carbonate). Product: O[C@@H]1C[C@H](N(C1)C(=O)OCC1=CC=C(C=C1)[N+](=O)[O-])C(=O)OCC1=CC=C(C=C1)[N+](=O)[O-] (4-Nitrobenzyl (2S,4R)-4-hydroxy-1-(4-nitrobenzyloxycarbonyl)pyrrolidine-2-carboxylate). The solvent is C(C)(=O)OCC (ethyl acetate), CN(C=O)C (N,N-dimethylformamide). Isolated yield 89.8%. Procedure: (2S,4R)-4-Hydroxy-1-(4-nitrobenzyloxycarbonyl)pyrrolidine-2-carboxylic acid (930 mg, 3 mmol), 4-nitrobenzylbromide (660 mg, 3.05 mmol) and potassium carbonate (209 mg, 1.51 mmol) were stirred together in N,N-dimethylformamide (lOml) for 3.5 h. The mixture was poured into water (100 ml)/ethyl acetate (100 ml) and the layers separated. The aqueous layer was re-extracted with ethyl acetate (50 ml). The combined organic layers were washed with water (50 ml),×4), brine (20 ml), dried (MgSO4) and evap... As a reaction SMILES: [OH:1][C@H:2]1[CH2:6][N:5]([C:7]([O:9][CH2:10][C:11]2[CH:16]=[CH:15][C:14]([N+:17]([O-:19])=[O:18])=[CH:13][CH:12]=2)=[O:8])[C@H:4]([C:20]([OH:22])=[O:21])[CH2:3]1.[N+:23]([C:26]1[CH:33]=[CH:32][C:29]([CH2:30]Br)=[CH:28][CH:27]=1)([O-:25])=[O:24].C(=O)([O-])[O-].[K+].[K+].O>CN(C)C=O.C(OCC)(=O)C>[OH:1][C@H:2]1[CH2:6][N:5]([C:7]([O:9][CH2:10][C:11]2[CH:12]=[CH:13][C:14]([N+:17]([O-:19])=[O:18])=[CH:15][CH:16]=2)=[O:8])[C@H:4]([C:20]([O:22][CH2:30][C:29]2[CH:32]=[CH:33][C:26]([N+:23]([O-:25])=[O:24])=[CH:27][CH:28]=2)=[O:21])[CH2:3]1 |f:2.3.4|. Reaction SMILES: [CH3:1][O:2][C:3]([NH:5][C@@H:6]([CH:10]([C:17]1[CH:22]=[CH:21][CH:20]=[CH:19][CH:18]=1)[C:11]1[CH:16]=[CH:15][CH:14]=[CH:13][CH:12]=1)[C:7]([OH:9])=O)=[O:4].[NH2:23][C:24]1[CH:29]=[CH:28][C:27]([S:30]([N:33]([C@H:38]([CH2:43][OH:44])[CH2:39][CH2:40][CH2:41][NH2:42])[CH2:34][CH:35]([CH3:37])[CH3:36])(=[O:32])=[O:31])=[CH:26][CH:25]=1>>[CH3:1][O:2][C:3](=[O:4])[NH:5][C@H:6]([C:7](=[O:9])[NH:42][CH2:41][CH2:40][CH2:39][C@H:38]([N:33]([S:30]([C:27]1[CH:26]=[CH:25][C:24]([NH2:23])=[CH:29][CH:28]=1)(=[O:32])=[O:31])[CH2:34][CH:35]([CH3:36])[CH3:37])[CH2:43][OH:44])[CH:10]([C:11]1[CH:12]=[CH:13][CH:14]=[CH:15][CH:16]=1)[C:17]1[CH:22]=[CH:21][CH:20]=[CH:19][CH:18]=1. Procedure details: The title compound was prepared from general procedure A using (2S)-2-methoxycarbonylamino-3,3-diphenyl-propionic acid (see example 34, step A) and amine intermediate VII. The final product was obtained in 74% yield. Rf=0.57 EtOAc 100%. Yields the product COC(N[C@@H](C(C1=CC=CC=C1)C1=CC=CC=C1)C(NCCC[C@@H](CO)N(CC(C)C)S(=O)(=O)C1=CC=C(C=C1)N)=O)=O ((1S,4S)-(1-{4-[(4-Amino-benzenesulfonyl)-isobutyl-amino]-5-hydroxy-pentylcarbamoyl}-2,2-diphenyl-ethyl)-carbamic Acid Methyl Ester). Starting materials: COC(=O)N[C@H](C(=O)O)C(C1=CC=CC=C1)C1=CC=CC=C1 ((2S)-2-methoxycarbonylamino-3,3-diphenyl-propionic acid), amine, NC1=CC=C(C=C1)S(=O)(=O)N(CC(C)C)[C@@H](CCCN)CO ((1S)-4-Amino-N-(4-amino-1-hydroxymethyl-butyl)-N-isobutyl-benzenesulfonamide). Reactants: C(Cl)Cl (Methylene chloride), ClC=1C(=NN(C1C(F)(F)F)C)C1=C(C=C(C=C1)Cl)F (4-chloro-3-(4-chloro-2-fluorophenyl)-1-methyl-5-(trifluoromethyl)-1H-pyrazole), ClS(=O)(=O)O (chlorosulfonic acid), O (water). Product: ClC1=C(C=C(C(=C1)F)C1=NN(C(=C1Cl)C(F)(F)F)C)S(=O)(=O)Cl (2-chloro-5-[4-chloro-1-methyl-5-(trifluoromethyl)-1H-pyrazol-3-yl]-4-fluorobenzenesulfonyl chloride). Isolated yield 63.0%. As a reaction SMILES: [Cl:1][C:2]1[C:3]([C:12]2[CH:17]=[CH:16][C:15]([Cl:18])=[CH:14][C:13]=2[F:19])=[N:4][N:5]([CH3:11])[C:6]=1[C:7]([F:10])([F:9])[F:8].C(Cl)Cl.O.[Cl:24][S:25](O)(=[O:27])=[O:26]>>[Cl:18][C:15]1[CH:14]=[C:13]([F:19])[C:12]([C:3]2[C:2]([Cl:1])=[C:6]([C:7]([F:8])([F:9])[F:10])[N:5]([CH3:11])[N:4]=2)=[CH:17][C:16]=1[S:25]([Cl:24])(=[O:27])=[O:26]. Procedure: A solution of 4-chloro-3-(4-chloro-2-fluorophenyl)-1-methyl-5-(trifluoromethyl)-1H-pyrazole in 20 mL of chlorosulfonic acid was heated in a 120° C. oil bath for four hours and allowed to cool to room temperature. Methylene chloride was added and the solution added dropwise to a stirring mixture of ice and water (caution, extremely reactive). The layers were separated and the aqueous layer was washed with methylene chloride. The combined organic layers were dried with MgSO4, filtered and concentr... The reactants are solution, [OH-].[Na+] (NaOH), Cl.C(C1=CC=CC=C1)ON (O-Benzyl-hydroxylamine hydrochloride), C1(=CC=CC=C1)C (toluene), C=O (formalin), [OH-].[Na+] (NaOH). Run in O (water). Run at time 2.5 hour. Product: C(C1=CC=CC=C1)ON=C (formaldehyde O-benzyl-oxime). RXN SMILES: Cl.[CH2:2]([O:9][NH2:10])[C:3]1[CH:8]=[CH:7][CH:6]=[CH:5][CH:4]=1.[C:11]1(C)C=CC=CC=1.C=O.[OH-].[Na+]>O>[CH2:2]([O:9][N:10]=[CH2:11])[C:3]1[CH:8]=[CH:7][CH:6]=[CH:5][CH:4]=1 |f:0.1,4.5|. Procedure: O-Benzyl-hydroxylamine hydrochloride (125.0 g, 0.78 mol) was combined with toluene (400 mL) under nitrogen. The resulting slurry was cooled in an ice bath and formalin (37%, 75 mL) was added. A 50% solution of NaOH (70 mL) was added portionwise maintaining an internal temperature of not more than 35° C. After the addition of NaOH was complete, water (100 mL) was added and the reaction mixture was stirred at ambient temperature for 2.5 hours. The layers were then separated and the aqueous layer w... The reactants are BrC1=CC=C(C=C1)[C@H]1[C@@H](C1)CN1[C@H](CCC1)C (1-[2-(4-Bromo-phenyl)-(1R,2R)-cyclopropylmethyl]-(2S)-2-methyl-pyrrolidine), N=1NC(C=CC1)=O (3(2H)-pyridazinone), CN[C@H]1[C@@H](CCCC1)NC (N,N′-trans-dimethyl-cyclohexane-1,2-diamine), P(=O)([O-])([O-])[O-].[K+].[K+].[K+] (potassium phosphate). The reagents and catalysts are [Cu](I)I (copper iodide). Run in C1(=CC=CC=C1)C (toluene), C(C)(C)O (isopropanol), O (H2O). Run at temperature 110 celsius. The product is C[C@@H]1N(CCC1)C[C@H]1[C@@H](C1)C1=CC=C(C=C1)N1N=CC=CC1=O (2-[4-((1R,2R)-2-{[(2S)-2-Methylpyrrolidin-1-yl]methyl}cyclopropyl)phenyl]pyridazin-3(2H)-one). RXN SMILES: Br[C:2]1[CH:7]=[CH:6][C:5]([C@@H:8]2[CH2:10][C@H:9]2[CH2:11][N:12]2[CH2:16][CH2:15][CH2:14][C@@H:13]2[CH3:17])=[CH:4][CH:3]=1.[N:18]1[NH:19][C:20](=[O:24])[CH:21]=[CH:22][CH:23]=1.CN[C@@H]1CCCC[C@H]1NC.P([O-])([O-])([O-])=O.[K+].[K+].[K+]>C1(C)C=CC=CC=1.C(O)(C)C.[Cu](I)I.O>[CH3:17][C@H:13]1[CH2:14][CH2:15][CH2:16][N:12]1[CH2:11][C@@H:9]1[CH2:10][C@H:8]1[C:5]1[CH:6]=[CH:7][C:2]([N:19]2[C:20](=[O:24])[CH:21]=[CH:22][CH:23]=[N:18]2)=[CH:3][CH:4]=1 |f:3.4.5.6|. Reported procedure: A solution of the product from Example 4A (47 mg, 0.16 mmol; 1-[2-(4-bromophenyl)-(1R,2R)-cyclopropylmethyl]-(2S)-2-methyl-pyrrolidine), 3(2H)-pyridazinone (CAS # 504-30-3, 20 mg, 0.2 mmol), copper iodide (1.5 mg, 0.008 mmol), N,N′-trans-dimethyl-cyclohexane-1,2-diamine (2.3 mg, 0.016 mmol) and potassium phosphate (75 mg, 0.35 mmol) in a mixture of toluene and isopropanol (4 ml, 1:1) was heated to 110° C. in a screw capped vial for 16 hours. The mixture was cooled to ambient temperature, treated... RXN SMILES: [C:1]([c:2]1[cH:3][cH:4][cH:5][cH:6][cH:7]1)(=[O:8])[O:9][CH2:10][C:11]1([C:26]#[CH:27])[CH:12]([OH:25])[CH2:13][CH:14]([n:16]2[c:17](=[O:18])[nH:19][c:20](=[O:21])[c:22]([CH3:23])[cH:24]2)[O:15]1.[CH3:28][S:29]([Cl:30])(=[O:31])=[O:32].[cH:33]1[cH:34][cH:35][n:36][cH:37][cH:38]1>>[C:1]([c:2]1[cH:3][cH:4][cH:5][cH:6][cH:7]1)(=[O:8])[O:9][CH2:10][C:11]1([C:26]#[CH:27])[CH:12]([O:25][S:29]([CH3:28])(=[O:31])=[O:32])[CH2:13][CH:14]([n:16]2[c:17](=[O:18])[nH:19][c:20](=[O:21])[c:22]([CH3:23])[cH:24]2)[O:15]1. The reactants are C#CC1(COC(=O)c2ccccc2)OC(n2cc(C)c(=O)[nH]c2=O)CC1O, CS(=O)(=O)Cl, c1ccncc1. Product: C#CC1(COC(=O)c2ccccc2)OC(n2cc(C)c(=O)[nH]c2=O)CC1OS(C)(=O)=O. Starting materials: ClC1=CC=C(C=C1)S(=O)(=O)Cl (p-chlorobenzene-sulphonylchloride), C(=O)([O-])[O-].[Na+].[Na+] (Na2CO3). The reagents and catalysts are [Zn] (zinc), [Zn] (zinc). Solvent: O (water). Conditions: temperature 90 celsius, time 1 hour. Yields the product [Na+].ClC1=CC=C(C=C1)S(=O)[O-] (p-chlorobenzenesulphinic acid sodium salt). As a reaction SMILES: [Cl:1][C:2]1[CH:7]=[CH:6][C:5]([S:8](Cl)(=[O:10])=[O:9])=[CH:4][CH:3]=1.C([O-])([O-])=O.[Na+:16].[Na+]>[Zn].O>[Na+:16].[Cl:1][C:2]1[CH:7]=[CH:6][C:5]([S:8]([O-:10])=[O:9])=[CH:4][CH:3]=1 |f:1.2.3,6.7|. Reported procedure: To a stirred suspension of 12 g zinc dust in 300 ml boiling water was added portion-wise 21.1 g p-chlorobenzene-sulphonylchloride. After stirring 1 hour at 90° C., the mixture was cooled down and excess Na2CO3 added. The water was evaporated off leaving a mixture of white powder and zinc compound. The powder was repeatedly extracted with methanol and the extract was evaporated off. Acetone was then added and the precipitate was filtered, washed with acetone and dried. Yield 18 g. Reactants: O=C1NCCC12CCN(S(=O)(=O)c1ccccc1Cl)CC2, CC(=O)c1ccc(I)cc1. Yields the product CC(=O)c1ccc(N2CCC3(CCN(S(=O)(=O)c4ccccc4Cl)CC3)C2=O)cc1. RXN SMILES: [Cl:1][c:2]1[c:3]([S:8](=[O:9])(=[O:10])[N:11]2[CH2:12][CH2:13][C:14]3([CH2:15][CH2:16][NH:17][C:18]3=[O:19])[CH2:20][CH2:21]2)[cH:4][cH:5][cH:6][cH:7]1.[I:22][c:23]1[cH:24][cH:25][c:26]([C:29]([CH3:30])=[O:31])[cH:27][cH:28]1>>[Cl:1][c:2]1[c:3]([S:8](=[O:9])(=[O:10])[N:11]2[CH2:12][CH2:13][C:14]3([CH2:15][CH2:16][N:17]([c:23]4[cH:24][cH:25][c:26]([C:29]([CH3:30])=[O:31])[cH:27][cH:28]4)[C:18]3=[O:19])[CH2:20][CH2:21]2)[cH:4][cH:5][cH:6][cH:7]1. Starting materials: ClC1=NC2=CC=C(C=C2C=C1C(=O)O)Cl (2,6-dichloroquinoline-3-carboxylic acid), NC=1C=C(C[C@H](N)C(=O)O)C=CC1O (3-amino-4-hydroxy-L-phenylalanine). Product: NC=1C=C(C=CC1OC1=NC2=CC=C(C=C2C=C1C(=O)O)Cl)C[C@@H](C(=O)O)NC1=NC2=CC=C(C=C2C=C1C(=O)O)Cl (2-{(S)-2-[3-Amino-4-(3-carboxy-6-chloro-quinolin-2-yloxy)-phenyl]-1-carboxy-ethylamino}-6-chloro-quinoline-3-carboxylic acid). RXN SMILES: Cl[C:2]1[C:11]([C:12]([OH:14])=[O:13])=[CH:10][C:9]2[C:4](=[CH:5][CH:6]=[C:7]([Cl:15])[CH:8]=2)[N:3]=1.[NH2:16][C:17]1[CH:18]=[C:19]([CH:26]=[CH:27][C:28]=1[OH:29])[CH2:20][C@@H:21]([C:23]([OH:25])=[O:24])[NH2:22]>>[NH2:16][C:17]1[CH:18]=[C:19]([CH2:20][C@H:21]([NH:22][C:2]2[C:11]([C:12]([OH:14])=[O:13])=[CH:10][C:9]3[C:4](=[CH:5][CH:6]=[C:7]([Cl:15])[CH:8]=3)[N:3]=2)[C:23]([OH:25])=[O:24])[CH:26]=[CH:27][C:28]=1[O:29][C:2]1[C:11]([C:12]([OH:14])=[O:13])=[CH:10][C:9]2[C:4](=[CH:5][CH:6]=[C:7]([Cl:15])[CH:8]=2)[N:3]=1. Reported procedure: In close analogy to the procedure described in Example 1, 2,6-dichloroquinoline-3-carboxylic acid is reacted with 3-amino-4-hydroxy-L-phenylalanine and crude product is separated by flash chromatography on SiO2 to provide the title compound in good yield. Reaction conditions: time 1 hour. The product is ONC(=O)C1N(CCNC1)S(=O)(=O)C1=CC=C(C=C1)OCC#CC (1-(4-but-2-ynyloxy-benzenesulfonyl)-piperazine-2-carboxylic acid hydroxyamide). Procedure: To a solution of 0.147 g (0.325 mmol) of the product of Example 58, 4-(4-but-2-ynyloxy-benzenesulfonyl)-3-hydroxycarbamoyl-piperazine-1-carboxylic acid tert-butyl ester, in 3.0 mL of dichloromethane was added 0.3 mL of trifluoroacetic acid and the reaction was stirred at room temperature for 1 h. The reaction was then concentrated in vacuo and the residue was diluted with dichloromethane. The organics were washed with saturated sodium bicarbonate solution, dried over sodium sulfate, filtered and... Solvent: ClCCl (dichloromethane). Starting materials: product, C(C)(C)(C)OC(=O)N1CC(N(CC1)S(=O)(=O)C1=CC=C(C=C1)OCC#CC)C(NO)=O (4-(4-but-2-ynyloxy-benzenesulfonyl)-3-hydroxycarbamoyl-piperazine-1-carboxylic acid tert-butyl ester), FC(C(=O)O)(F)F (trifluoroacetic acid). Reaction SMILES: C(OC([N:8]1[CH2:13][CH2:12][N:11]([S:14]([C:17]2[CH:22]=[CH:21][C:20]([O:23][CH2:24][C:25]#[C:26][CH3:27])=[CH:19][CH:18]=2)(=[O:16])=[O:15])[CH:10]([C:28](=[O:31])[NH:29][OH:30])[CH2:9]1)=O)(C)(C)C.FC(F)(F)C(O)=O>ClCCl>[OH:30][NH:29][C:28]([CH:10]1[CH2:9][NH:8][CH2:13][CH2:12][N:11]1[S:14]([C:17]1[CH:22]=[CH:21][C:20]([O:23][CH2:24][C:25]#[C:26][CH3:27])=[CH:19][CH:18]=1)(=[O:16])=[O:15])=[O:31].